This data is from the Open Reaction Database (ORD), a public repository of structured organic reaction records. The task is: describe an organic reaction: reactants, conditions, products, and yield Reactants: BrB(Br)Br, CCOC(=O)CC1CCc2c1[nH]c1ccc(OC)cc21, ClCCl, [K+], [K+], O=C([O-])[O-]. The product is CCOC(=O)CC1CCc2c1[nH]c1ccc(O)cc21. As a reaction SMILES: [B:1]([Br:2])([Br:3])[Br:4].[CH3:5][O:6][c:7]1[cH:8][c:9]2[c:10]3[c:11]([nH:12][c:13]2[cH:14][cH:15]1)[CH:16]([CH2:19][C:20](=[O:21])[O:22][CH2:23][CH3:24])[CH2:17][CH2:18]3.[Cl:31][CH2:32][Cl:33].[K+:25].[K+:26].[O-:27][C:28]([O-:29])=[O:30]>>[OH:6][c:7]1[cH:8][c:9]2[c:10]3[c:11]([nH:12][c:13]2[cH:14][cH:15]1)[CH:16]([CH2:19][C:20](=[O:21])[O:22][CH2:23][CH3:24])[CH2:17][CH2:18]3. Starting materials: O=[N+]([O-])c1ccccc1Br, Cc1ccc([Sn](C)(C)C)cc1, [K+], CN(C)C=O, [OH-]. The product is Cc1ccc(-c2ccccc2[N+](=O)[O-])cc1. Reaction SMILES: [Br:12][c:13]1[c:14]([N+:19](=[O:20])[O-:21])[cH:15][cH:16][cH:17][cH:18]1.[CH3:1][Sn:2]([c:3]1[cH:4][cH:5][c:6]([CH3:9])[cH:7][cH:8]1)([CH3:10])[CH3:11].[K+:23].[O:24]=[CH:25][N:26]([CH3:27])[CH3:28].[OH-:22]>>[c:3]1(-[c:13]2[c:14]([N+:19](=[O:20])[O-:21])[cH:15][cH:16][cH:17][cH:18]2)[cH:4][cH:5][c:6]([CH3:9])[cH:7][cH:8]1. Reactants: CC=1SC(=C(N1)C)C(=O)O (2,4-dimethyl-thiazole-5-carboxylic acid), [Li]CCCC (BuLi), FC=1C=CC(=NC1)C1=NOC(=C1C=O)C (3-(5-fluoro-pyridin-2-yl)-5-methyl-isoxazole-4-carbaldehyde). The solvent is C1CCOC1 (THF), C1CCOC1 (THF). Product: FC=1C=CC(=NC1)C1=NOC(=C1C(CC=1SC(=C(N1)C)C(=O)O)O)C (2-{2-[3-(5-Fluoro-pyridin-2-yl)-5-methyl-isoxazol-4-yl]-2-hydroxy-ethyl}-4-methyl-thiazole-5-carboxylic acid). The yield is 50.8%. Reaction SMILES: [CH3:1][C:2]1[S:3][C:4]([C:8]([OH:10])=[O:9])=[C:5]([CH3:7])[N:6]=1.[Li]CCCC.[F:16][C:17]1[CH:18]=[CH:19][C:20]([C:23]2[C:27]([CH:28]=[O:29])=[C:26]([CH3:30])[O:25][N:24]=2)=[N:21][CH:22]=1>C1COCC1>[F:16][C:17]1[CH:18]=[CH:19][C:20]([C:23]2[C:27]([CH:28]([OH:29])[CH2:1][C:2]3[S:3][C:4]([C:8]([OH:10])=[O:9])=[C:5]([CH3:7])[N:6]=3)=[C:26]([CH3:30])[O:25][N:24]=2)=[N:21][CH:22]=1. Procedure: To a stirred solution of 2,4-dimethyl-thiazole-5-carboxylic acid (650 mg, 7.0 mmol) in THF (33 mL) at −70° C. and under argon was added BuLi (1.6M in hexanes, 4.94 mL, 7.9 mmol) dropwise. After 2 h a solution of 3-(5-fluoro-pyridin-2-yl)-5-methyl-isoxazole-4-carbaldehyde (814 mg, 3.95 mmol) in THF (12 mL) was added dropwise. After 2 h the reaction mixture was quenched with citric acid solution (5%, 25 mL) then warmed to room temperature and extracted with ethyl acetate. The combined extracts wer... Reactants: C(C)(C)(C)C#C (tert-butylacetylene), Cl.Cl/C=C/CNCCC ((E)-N-(3-chloro-2-propenyl)propylamine hydrochloride), C1(=CC=CC=C1)P(C1=CC=CC=C1)C1=CC=CC=C1 (triphenylphosphine), C(CCC)N (n-butylamine). The reagents and catalysts are [Cu]I (copper (I) iodide), C(C)(=O)[O-].[Pd+2].C(C)(=O)[O-] (palladium acetate). Run in O1CCCC1 (tetrahydrofuran). Run at time 20 hour. Yields the product Cl.CC(C#C/C=C/CNCCC)(C)C ((E)-N-(6,6-Dimethyl-2-hepten-4-ynyl)-propylamine hydrochloride). Yield: 72.0%. RXN SMILES: Cl.[Cl:2]/[CH:3]=[CH:4]/[CH2:5][NH:6][CH2:7][CH2:8][CH3:9].C1(P(C2C=CC=CC=2)C2C=CC=CC=2)C=CC=CC=1.C(N)CCC.[C:34]([C:38]#[CH:39])([CH3:37])([CH3:36])[CH3:35]>[Cu]I.C([O-])(=O)C.[Pd+2].C([O-])(=O)C.O1CCCC1>[ClH:2].[CH3:35][C:34]([CH3:37])([CH3:36])[C:38]#[C:39]/[CH:3]=[CH:4]/[CH2:5][NH:6][CH2:7][CH2:8][CH3:9] |f:0.1,6.7.8,10.11|. Procedure: To 7.5 ml of tetrahydrofuran were added 850 mg (5 mmol) of (E)-N-(3-chloro-2-propenyl)propylamine hydrochloride, 47.6 mg (0.25 mmol) of copper (I) iodide, 2.4 mg (0.1 mmol) of palladium acetate and 52.5 mg (0.2 mmol) of triphenylphosphine, and further, 1.48 ml (15 mmol) of n-butylamine and 0.74 ml (6 mmol) of tert-butylacetylene under ice cooling. The mixture was stirred for 20 hours at room -.temperature, and concentrated under reduced pressure. The residue was subjected to silica gel chromatog... The reactants are C(C1=CC=CC=C1)OC(=O)N1CC(OC2=C1C=CC=C2)C=O (N-benzyloxycarbonyl-2(R,S)-formyl-3,4-dihydro-2H-1,4-benzoxazine), C[Si](C)(C)C(C(=O)[O-])P(=O)(OCC)OCC (trimethylsilyl-diethylphosphonoacetate), [H-].[Na+] (sodium hydride), C(C1=CC=CC=C1)OC(=O)N1CC(CC2=CC=CC=C12)C=CC(=O)O (N-benzyloxycarbonyl-3(R,S)-[(2-carboxy)ethen-1-yl]-1,2,3,4-tetrahydroquinoline). The product is C(C1=CC=CC=C1)OC(=O)N1CC(CC2=CC=CC=C12)C=CC(N)=O (N-Benzyloxycarbonyl-3(R,S)-[(2-carbamoyl)ethen-1-yl]-1,2,3,4-tetrahydroquinoline). Reaction SMILES: C(OC([N:11]1C2C=CC=CC=2OC(C=O)C1)=O)C1C=CC=CC=1.C[Si](C(P(OCC)(OCC)=O)C([O-])=O)(C)C.[H-].[Na+].[CH2:41]([O:48][C:49]([N:51]1[C:60]2[C:55](=[CH:56][CH:57]=[CH:58][CH:59]=2)[CH2:54][CH:53]([CH:61]=[CH:62][C:63]([OH:65])=O)[CH2:52]1)=[O:50])[C:42]1[CH:47]=[CH:46][CH:45]=[CH:44][CH:43]=1>>[CH2:41]([O:48][C:49]([N:51]1[C:60]2[C:55](=[CH:56][CH:57]=[CH:58][CH:59]=2)[CH2:54][CH:53]([CH:61]=[CH:62][C:63](=[O:65])[NH2:11])[CH2:52]1)=[O:50])[C:42]1[CH:47]=[CH:46][CH:45]=[CH:44][CH:43]=1 |f:2.3|. Procedure details: The reaction of 1.48 g of N-benzyloxycarbonyl-2(R,S)-formyl-3,4-dihydro-2H-1,4-benzoxazine (Example 107) with 2.15 ml of trimethylsilyl-diethylphosphonoacetate and 0.3 g of sodium hydride (80% dispersion in oil) gives, after customary working up, 1.7 g of N-benzyloxycarbonyl-3(R,S)-[(2-carboxy)ethen-1-yl]-1,2,3,4-tetrahydroquinoline. The title compound is obtained therefrom in a manner analogous to that described in Example 1a): Rf (X)=0.47. Starting materials: B, CC(C)(C)OC(=O)N1CC(Oc2ccc3ccccc3c2)CC1C(=O)O, C1CCOC1, CSC, O. The product is CC(C)(C)OC(=O)N1CC(Oc2ccc3ccccc3c2)CC1CO. As a reaction SMILES: [BH3:4].[C:5]([CH3:6])([CH3:7])([CH3:8])[O:9][C:10](=[O:11])[N:12]1[CH:13]([C:28](=[O:29])[OH:30])[CH2:14][CH:15]([O:17][c:18]2[cH:19][c:20]3[cH:21][cH:22][cH:23][cH:24][c:25]3[cH:26][cH:27]2)[CH2:16]1.[CH2:32]1[O:33][CH2:34][CH2:35][CH2:36]1.[CH3:1][S:2][CH3:3].[OH2:31]>>[C:5]([CH3:6])([CH3:7])([CH3:8])[O:9][C:10](=[O:11])[N:12]1[CH:13]([CH2:28][OH:29])[CH2:14][CH:15]([O:17][c:18]2[cH:19][c:20]3[cH:21][cH:22][cH:23][cH:24][c:25]3[cH:26][cH:27]2)[CH2:16]1.